This data is from the Open Reaction Database (ORD), a public repository of structured organic reaction records. The task is: describe an organic reaction: reactants, conditions, products, and yield Starting materials: C(C1=CC=CC=C1)N1C(=NN=C1C1CCN(CC1)C1=NC=CC=C1)CNCCOC ([4-Benzyl-5-(3,4,5,6-tetrahydro-2H-[1,2′]bipyridinyl-4-yl)-4H-[1,2,4]triazol-3-ylmethyl]-(2-methoxy-ethyl)-amine), C=O (formaldehyde), C(C)(=O)O[BH-](OC(C)=O)OC(C)=O.[Na+] (sodium triacetoxyborohydride). Solvent: ClCCl (dichloromethane). The product is C(C1=CC=CC=C1)N1C(=NN=C1C1CCN(CC1)C1=NC=CC=C1)CN(C)CCOC ([4-Benzyl-5-(3,4,5,6-tetrahydro-2H-[1,2′]bipyridinyl-4-yl)-4H-[1,2,4]triazol-3-ylmethyl]-(2-methoxy-ethyl)-methyl-amine). As a reaction SMILES: [CH2:1]([N:8]1[C:12]([CH:13]2[CH2:18][CH2:17][N:16]([C:19]3[CH:24]=[CH:23][CH:22]=[CH:21][N:20]=3)[CH2:15][CH2:14]2)=[N:11][N:10]=[C:9]1[CH2:25][NH:26][CH2:27][CH2:28][O:29][CH3:30])[C:2]1[CH:7]=[CH:6][CH:5]=[CH:4][CH:3]=1.C=O.[C:33](O[BH-](OC(=O)C)OC(=O)C)(=O)C.[Na+]>ClCCl>[CH2:1]([N:8]1[C:12]([CH:13]2[CH2:14][CH2:15][N:16]([C:19]3[CH:24]=[CH:23][CH:22]=[CH:21][N:20]=3)[CH2:17][CH2:18]2)=[N:11][N:10]=[C:9]1[CH2:25][N:26]([CH2:27][CH2:28][O:29][CH3:30])[CH3:33])[C:2]1[CH:3]=[CH:4][CH:5]=[CH:6][CH:7]=1 |f:2.3|. Procedure details: The amine from example 43 (50 mg, 0.12 mmol), formaldehyde (37% aq, 40 μl, 0.49 mmol) and sodium triacetoxyborohydride (51 mg, 0.24 mmol) in dichloromethane (1 ml) was stirred vigorously at room temperature for 21 hours. The reaction mixture was partitioned between dichloromethane and aqueous sodium carbonate solution, and the layers separated. The organic phase was dried (MgSO4), evaporated under reduced pressure, and the product triturated from ether to afford the title compound as a white sol...